From a dataset of the Open Reaction Database (ORD), a public repository of structured organic reaction records. describe an organic reaction: reactants, conditions, products, and yield Reactants: C(CCC)C1OC2=C(C1O)C=C(C=C2)NC(C)=O (N-(2-butyl-3-hydroxy-2,3-dihydro-5-benzofuranyl)acetamide), O.C1(=CC=C(C=C1)S(=O)(=O)O)C (p-toluenesulfonic acid monohydrate). The solvent is ClCCl (dichloromethane). Reaction conditions: time 1 hour. The product is C(CCC)C=1OC2=C(C1)C=C(C=C2)NC(C)=O (N-(2-butyl-5-benzofuranyl)acetamide). Isolated yield 91.2%. RXN SMILES: [CH2:1]([CH:5]1[CH:9](O)[C:8]2[CH:11]=[C:12]([NH:15][C:16](=[O:18])[CH3:17])[CH:13]=[CH:14][C:7]=2[O:6]1)[CH2:2][CH2:3][CH3:4].O.C1(C)C=CC(S(O)(=O)=O)=CC=1>ClCCl>[CH2:1]([C:5]1[O:6][C:7]2[CH:14]=[CH:13][C:12]([NH:15][C:16](=[O:18])[CH3:17])=[CH:11][C:8]=2[CH:9]=1)[CH2:2][CH2:3][CH3:4] |f:1.2|. Procedure: A mixture of N-(2-butyl-3-hydroxy-2,3-dihydro-5-benzofuranyl)acetamide [9a] (2.50 g, 10.0 mmol), p-toluenesulfonic acid monohydrate (0.19 g, 1.0 mmol) and dichloromethane (30 mL) was stirred for 1 hour at room temperature and passed through short silica gel column. The column was washed with dichloromethane (300 mL). The solvent was evaporated under reduced pressure to give 2.11 g (91.3%) of N-(2-butyl-5-benzofuranyl)acetamide [10a] as off-white crystals with mp 71-73° C.